This data is from the Open Reaction Database (ORD), a public repository of structured organic reaction records. The task is: describe an organic reaction: reactants, conditions, products, and yield The reactants are CN(C)C=O, Cl, NC(=O)c1cc(Oc2ccc(NC(=O)C3(C(=O)Nc4ccc(F)cc4)CC3)c(F)c2)ccn1, O=C(O[IH2](OC(=O)C(F)(F)F)c1ccccc1)C(F)(F)F, O, c1ccncc1. Product: Cl, Nc1cc(Oc2ccc(NC(=O)C3(C(=O)Nc4ccc(F)cc4)CC3)c(F)c2)ccn1. Reaction SMILES: [CH3:57][N:58]([CH3:59])[CH:60]=[O:61].[ClH:56].[F:1][c:2]1[cH:3][c:4]([O:5][c:6]2[cH:7][c:8]([C:12]([NH2:13])=[O:14])[n:9][cH:10][cH:11]2)[cH:15][cH:16][c:17]1[NH:18][C:19](=[O:20])[C:21]1([C:24]([NH:25][c:26]2[cH:27][cH:28][c:29]([F:32])[cH:30][cH:31]2)=[O:33])[CH2:22][CH2:23]1.[F:35][C:36]([F:37])([F:38])[C:39]([O:40][IH2:41]([c:42]1[cH:43][cH:44][cH:45][cH:46][cH:47]1)[O:48][C:49](=[O:50])[C:51]([F:52])([F:53])[F:54])=[O:55].[OH2:34].[cH:62]1[cH:63][cH:64][n:65][cH:66][cH:67]1>>[ClH:56].[F:1][c:2]1[cH:3][c:4]([O:5][c:6]2[cH:7][c:8]([NH2:58])[n:9][cH:10][cH:11]2)[cH:15][cH:16][c:17]1[NH:18][C:19](=[O:20])[C:21]1([C:24]([NH:25][c:26]2[cH:27][cH:28][c:29]([F:32])[cH:30][cH:31]2)=[O:33])[CH2:22][CH2:23]1. The reactants are BrCCCOC=1C=C2CCC(NC2=CC1)=O (6-(3-bromopropoxy)-3,4-dihydrocarbostyril), CC=1NC=CN1 (2-methylimidazol), C1CCC2=NCCCN2CC1 (DBU). The solvent is C(C)(C)O (isopropanol). Product: CC=1N(C=CN1)CCCOC=1C=C2CCC(NC2=CC1)=O (6-[3-(2-methyl-1-imidazolyl)propoxy]-3,4-dihydrocarbostyril). As a reaction SMILES: Br[CH2:2][CH2:3][CH2:4][O:5][C:6]1[CH:7]=[C:8]2[C:13](=[CH:14][CH:15]=1)[NH:12][C:11](=[O:16])[CH2:10][CH2:9]2.[CH3:17][C:18]1[NH:19][CH:20]=[CH:21][N:22]=1.C1CCN2C(=NCCC2)CC1>C(O)(C)C>[CH3:17][C:18]1[N:19]([CH2:2][CH2:3][CH2:4][O:5][C:6]2[CH:7]=[C:8]3[C:13](=[CH:14][CH:15]=2)[NH:12][C:11](=[O:16])[CH2:10][CH2:9]3)[CH:20]=[CH:21][N:22]=1. Procedure: 2.0 Grams (7.0 mM) of 6-(3-bromopropoxy)-3,4-dihydrocarbostyril, 2.2 g (7.7 mM) of 2-methylimidazol and 1.3 ml (8.4 mM) of DBU were dissolved in 80 ml of isopropanol, and the resulting solution was refluxed by heating for 20 hours. The reaction mixture was concentrated, and to the resulting residue was added water, then extracted with chloroform. The chloroform extract was washed with water, dried with anhydrous sodium sulfate, then concentrated. The resulting residue was purified by means of a ... Starting materials: ClC=1C=C(C(=O)NN)C=CC1O (3-chloro-4-hydroxybenzoic acid hydrazide), FC(C=1C=C(COC2=CC=C(C3=CC=CC=C23)C=O)C=C(C1)C(F)(F)F)(F)F (4-(3,5-bis-trifluoromethylbenzyloxy)-1-naphthaldehyde). The reagents and catalysts are C(C)(=O)O (acetic acid). Solvent: C(C)(=O)OCC (ethyl acetate), CS(=O)C (DMSO). Conditions: time 8 hour. The product is FC(C=1C=C(COC2=CC=C(C3=CC=CC=C23)C=NNC(C2=CC(=C(C=C2)O)Cl)=O)C=C(C1)C(F)(F)F)(F)F (3-Chloro-4-hydroxybenzoic Acid [4-(3,5-bis-Trifluoromethylbenzyloxy)-1-naphthylmethylene]-hydrazide). As a reaction SMILES: [Cl:1][C:2]1[CH:3]=[C:4]([CH:9]=[CH:10][C:11]=1[OH:12])[C:5]([NH:7][NH2:8])=[O:6].[F:13][C:14]([F:40])([F:39])[C:15]1[CH:16]=[C:17]([CH:32]=[C:33]([C:35]([F:38])([F:37])[F:36])[CH:34]=1)[CH2:18][O:19][C:20]1[C:29]2[C:24](=[CH:25][CH:26]=[CH:27][CH:28]=2)[C:23]([CH:30]=O)=[CH:22][CH:21]=1>CS(C)=O.C(O)(=O)C.C(OCC)(=O)C>[F:13][C:14]([F:39])([F:40])[C:15]1[CH:16]=[C:17]([CH:32]=[C:33]([C:35]([F:38])([F:37])[F:36])[CH:34]=1)[CH2:18][O:19][C:20]1[C:29]2[C:24](=[CH:25][CH:26]=[CH:27][CH:28]=2)[C:23]([CH:30]=[N:8][NH:7][C:5](=[O:6])[C:4]2[CH:9]=[CH:10][C:11]([OH:12])=[C:2]([Cl:1])[CH:3]=2)=[CH:22][CH:21]=1. Procedure details: To a solution of 3-chloro-4-hydroxybenzoic acid hydrazide (200 mg, 1.1 mmol) in DMSO (2 mL) was added 4-(3,5-bis-trifluoromethylbenzyloxy)-1-naphthaldehyde (440 mg, 1.1 mmol) and a catalytic amount of glacial acetic acid (5 drops). The reaction was stirred overnight under nitrogen and diluted with ethyl acetate. The solution was washed with saturated sodium bicarbonate, water, brine, and dried over MgSO4. The organic volume was concentrated under vacuo to give the crude product. The product was ... Starting materials: O=C([O-])O, ClC(Cl)Cl, [Cl-], Cl, [K+], C#CCSc1ccc(N)c([N+](=O)[O-])c1. Yields the product C#CCSc1ccc(N)c(N)c1. Reaction SMILES: [C:17](=[O:18])([OH:19])[O-:20].[CH:22]([Cl:23])([Cl:24])[Cl:25].[Cl-:16].[ClH:15].[K+:21].[NH2:1][c:2]1[c:3]([N+:12]([O-:13])=[O:14])[cH:4][c:5]([S:8][CH2:9][C:10]#[CH:11])[cH:6][cH:7]1>>[NH2:1][c:2]1[c:3]([NH2:12])[cH:4][c:5]([S:8][CH2:9][C:10]#[CH:11])[cH:6][cH:7]1. The reactants are CN1CC[C@]23C4=C5C=CC(=C4O[C@H]2C(=O)CC[C@]3([C@H]1C5)O)OC (Oxycodone), CN1CC[C@]23C4=C5C=CC(=C4O[C@H]2C(=CC=C3[C@H]1C5)OC)OC.[O-]C(=O)C(O)C(O)C(=O)O (thebaine bitartrate), CN1CC[C@]23C4=C5C=CC(=C4O[C@H]2C(=O)C=C[C@H]3[C@H]1C5)OC (codeinone), OO (hydrogen peroxide), CN1CC[C@]23C4=C5C=CC(=C4O[C@H]2C(=O)CC[C@]3([C@H]1C5)O)OC (Oxycodone), C(C)(=O)OO (peracetic acid), codeinone dienol silylether. The solvent is C(=O)O (formic acid), C(C)(C)O (isopropanol). The product is CN1CC[C@]23C4C(=O)C=C[C@]2([C@H]1CC5=C3C(=C(C=C5)OC)O4)O (14-hydroxycodeinone). RXN SMILES: [CH3:1][N:2]1[C@@H:19]2[CH2:20][C:7]3[CH:8]=[CH:9][C:10]([O:22][CH3:23])=[C:11]4[O:12][C@H:13]5[C:14]([CH2:16][CH2:17][C@:18]2([OH:21])[C@:5]5([C:6]=34)[CH2:4][CH2:3]1)=[O:15].CN1[C@@H]2CC3C=CC(OC)=C4O[C@H]5C(OC)=CC=C2[C@]5(C=34)CC1.[O-]C(C(C(C(O)=O)O)O)=O.CN1[C@@H]2CC3C=CC(OC)=C4O[C@H]5C(C=C[C@@H]2[C@]5(C=34)CC1)=O.OO.C(OO)(=O)C>C(O)=O.C(O)(C)C>[CH3:1][N:2]1[C@@H:19]2[CH2:20][C:7]3[CH:8]=[CH:9][C:10]([O:22][CH3:23])=[C:11]4[O:12][CH:13]5[C:14]([CH:16]=[CH:17][C@:18]2([OH:21])[C@:5]5([C:6]=34)[CH2:4][CH2:3]1)=[O:15] |f:1.2|. Reported procedure: Oxycodone has also been prepared from thebaine bitartrate and codeinone ethyldienol ether by oxidation with hydrogen peroxide in formic acid and isopropanol, followed by catalytic hydrogenation5. Oxycodone has also been prepared by the oxidation with peracetic acid of codeinone dienol silylether in organic solvents to give 14-hydroxycodeinone, followed by catalytic hydrogenation in acetic acid solution15. Starting materials: C1CCNCC1, Cc1[nH]c(C=O)c(C)c1C(=O)N1CCN(C)CC1, CCO, O=C1Cc2c(cccc2-c2cccnc2)N1. Yields the product Cc1[nH]c(C=C2C(=O)Nc3cccc(-c4cccnc4)c32)c(C)c1C(=O)N1CCN(C)CC1. Reaction SMILES: [CH2:35]1[CH2:36][CH2:37][NH:38][CH2:39][CH2:40]1.[CH3:17][c:18]1[c:19]([CH:33]=[O:34])[nH:20][c:21]([CH3:32])[c:22]1[C:23](=[O:24])[N:25]1[CH2:26][CH2:27][N:28]([CH3:31])[CH2:29][CH2:30]1.[CH3:41][CH2:42][OH:43].[n:1]1[cH:2][c:3](-[c:7]2[c:8]3[c:12]([cH:13][cH:14][cH:15]2)[NH:11][C:10](=[O:16])[CH2:9]3)[cH:4][cH:5][cH:6]1>>[n:1]1[cH:2][c:3](-[c:7]2[c:8]3[c:12]([cH:13][cH:14][cH:15]2)[NH:11][C:10](=[O:16])[C:9]3=[CH:33][c:19]2[c:18]([CH3:17])[c:22]([C:23](=[O:24])[N:25]3[CH2:26][CH2:27][N:28]([CH3:31])[CH2:29][CH2:30]3)[c:21]([CH3:32])[nH:20]2)[cH:4][cH:5][cH:6]1. Starting materials: NC=1C(=C(C=CC1F)O)C (3-amino-4-fluoro-2-methylphenol), C(=O)([O-])[O-].[K+].[K+] (K2CO3), FC1=C(C(=O)O)C=C(C=C1C1=CC(=CC=C1)F)C (2-fluoro-3-(3-fluorophenyl)-5-methyl-benzoic acid), C(C(=O)Cl)(=O)Cl (oxalyl chloride). The reagents and catalysts are CN(C)C=O (DMF). The solvent is C1CCOC1 (THF), O (water), C(Cl)Cl (CH2Cl2). Reaction conditions: time 3 hour. Yields the product FC1=C(C(=O)NC2=C(C(=CC=C2F)O)C)C=C(C=C1C1=CC(=CC=C1)F)C (2-Fluoro-N-(6-fluoro-3-hydroxy-2-methyl-phenyl)-3-(3-fluorophenyl)-5-methyl-benzamide). Isolated yield 25.6%. RXN SMILES: [F:1][C:2]1[C:10]([C:11]2[CH:16]=[CH:15][CH:14]=[C:13]([F:17])[CH:12]=2)=[CH:9][C:8]([CH3:18])=[CH:7][C:3]=1[C:4]([OH:6])=O.C(Cl)(=O)C(Cl)=O.[NH2:25][C:26]1[C:27]([CH3:34])=[C:28]([OH:33])[CH:29]=[CH:30][C:31]=1[F:32].C([O-])([O-])=O.[K+].[K+]>C(Cl)Cl.CN(C=O)C.C1COCC1.O>[F:1][C:2]1[C:10]([C:11]2[CH:16]=[CH:15][CH:14]=[C:13]([F:17])[CH:12]=2)=[CH:9][C:8]([CH3:18])=[CH:7][C:3]=1[C:4]([NH:25][C:26]1[C:31]([F:32])=[CH:30][CH:29]=[C:28]([OH:33])[C:27]=1[CH3:34])=[O:6] |f:3.4.5|. Reported procedure: To a solution of 2-fluoro-3-(3-fluorophenyl)-5-methyl-benzoic acid (intermediate III(e)) (580 mg, 2.3 mmol, 1.1 eq) in CH2Cl2 (10 mL) at 0° C., was added oxalyl chloride (812 mg, 6.4 mmol, 3 eq) dropwise. DMF (10 drops) was added and the mixture was stirred at room temperature for 3 h. The organic solvent and excess reagent were removed under reduced pressure. The residue that remained was dissolved in THF (10 mL) and added dropwise to a mixture of 3-amino-4-fluoro-2-methylphenol (intermediate X... Starting materials: C(=O)(O)[O-].[Na+] (NaHCO3), C(#N)C=1C=C(C=CC1)B(O)O (3-cyanophenylboronic acid), BrC=1C=CC(=NC1)C1CC1 (5-bromo-2-cyclopropylpyridine), C(=O)([O-])[O-].[K+].[K+] (K2CO3), BrC1=NC=C(C=C1)Br (2,5-dibromopyridine), [Cl-].C1(CC1)[Zn+] (cyclopropyl zinc chloride). Reagents/catalysts: C=1C=CC(=CC1)[P](C=2C=CC=CC2)(C=3C=CC=CC3)[Pd]([P](C=4C=CC=CC4)(C=5C=CC=CC5)C=6C=CC=CC6)([P](C=7C=CC=CC7)(C=8C=CC=CC8)C=9C=CC=CC9)[P](C=1C=CC=CC1)(C=1C=CC=CC1)C=1C=CC=CC1 (Pd(PPh3)4), C=1C=CC(=CC1)[P](C=2C=CC=CC2)(C=3C=CC=CC3)[Pd]([P](C=4C=CC=CC4)(C=5C=CC=CC5)C=6C=CC=CC6)([P](C=7C=CC=CC7)(C=8C=CC=CC8)C=9C=CC=CC9)[P](C=1C=CC=CC1)(C=1C=CC=CC1)C=1C=CC=CC1 (Pd(PPh3)4). Solvent: CCOC(=O)C (EtOAc), C1(=CC=CC=C1)C (toluene), CCO (EtOH), O (H2O), C1CCOC1 (THF). Reaction conditions: temperature 70 celsius, time 1.5 hour. Product: C(C)(C)(C)OC(CC(=O)C1=CC(=CC=C1)C=1C=NC(=CC1)C1CC1)=O (3-[3-(6-Cyclopropyl-pyridin-3-yl)-phenyl]-3-oxo-propionic acid tert-butyl ester). Reaction SMILES: [C:1]([C:3]1[CH:4]=C(B(O)O)C=C[CH:8]=1)#N.Br[C:13]1[CH:14]=[CH:15][C:16]([CH:19]2[CH2:21][CH2:20]2)=[N:17][CH:18]=1.Br[C:23]1[CH:28]=[CH:27][C:26](Br)=[CH:25]N=1.[Cl-].[CH:31]1([Zn+])[CH2:33][CH2:32]1.[C:35]([O-:38])(O)=[O:36].[Na+].C([O-])([O-])=[O:41].[K+].[K+]>C1COCC1.C1(C)C=CC=CC=1.CCO.O.CCOC(C)=O.C1C=CC([P]([Pd]([P](C2C=CC=CC=2)(C2C=CC=CC=2)C2C=CC=CC=2)([P](C2C=CC=CC=2)(C2C=CC=CC=2)C2C=CC=CC=2)[P](C2C=CC=CC=2)(C2C=CC=CC=2)C2C=CC=CC=2)(C2C=CC=CC=2)C2C=CC=CC=2)=CC=1>[C:3]([O:38][C:35](=[O:36])[CH2:25][C:26]([C:27]1[CH:33]=[CH:31][CH:32]=[C:23]([C:13]2[CH:18]=[N:17][C:16]([CH:19]3[CH2:21][CH2:20]3)=[CH:15][CH:14]=2)[CH:28]=1)=[O:41])([CH3:4])([CH3:8])[CH3:1] |f:3.4,5.6,7.8.9,^1:71,73,92,111|. Procedure details: Compound K7 was obtained from 3-(6-cyclopropyl-pyridin-3-yl)-benzonitrile [prepared by the following procedure: A mixture of 3-cyanophenylboronic acid [CAS-No. 150255-96-2] (8.82 g, 60 mmol), crude 5-bromo-2-cyclopropylpyridine {prepared by the following procedure: A mixture of 2,5-dibromopyridine (11.85 g, 50 mmol), cyclopropyl zinc chloride (0.4 M in THF, 160 mL, 64 mmol), Pd(PPh3)4 (578 mg, 1 mol %) in THF (55 mL) was stirred under Argon atmosphere at 70° C. for 1.5 h. Cooled to RT, poured in...